This data is from the Open Reaction Database (ORD), a public repository of structured organic reaction records. The task is: describe an organic reaction: reactants, conditions, products, and yield Starting materials: N1C=NC=C1 (imidazole), ClC(C)C=1C=C(C=C(C1)C(C#N)(C)C)C(C#N)(C)C (2,2'-[5-(1-chloroethyl)-1,3-phenylene]di(2-methylpropiononitrile)). Yields the product N1(C=NC=C1)C(C)C=1C=C(C=C(C1)C(C#N)(C)C)C(C#N)(C)C (2,2'-[5-(1-[imidazol-1-yl]ethyl)-1,3-phenylene]di(2-methylpropiononitrile)). Reaction SMILES: [NH:1]1[CH:5]=[CH:4][N:3]=[CH:2]1.Cl[CH:7]([C:9]1[CH:10]=[C:11]([C:20]([CH3:24])([CH3:23])[C:21]#[N:22])[CH:12]=[C:13]([C:15]([CH3:19])([CH3:18])[C:16]#[N:17])[CH:14]=1)[CH3:8]>>[N:1]1([CH:7]([C:9]2[CH:14]=[C:13]([C:15]([CH3:18])([CH3:19])[C:16]#[N:17])[CH:12]=[C:11]([C:20]([CH3:24])([CH3:23])[C:21]#[N:22])[CH:10]=2)[CH3:8])[CH:5]=[CH:4][N:3]=[CH:2]1. Procedure details: The process described in Example 8 was repeated, using imidazole in place of 1,2,4-triazole, and 2,2'-[5-(1-chloroethyl)-1,3-phenylene]di(2-methylpropiononitrile), (obtained as described in the second part of Example 7), as the starting materials, to give 2,2'-[5-(1-[imidazol-1-yl]ethyl)-1,3-phenylene]di(2-methylpropiononitrile), mp. 77°-80°. Reactants: O=C([O-])[O-], CC#N, Oc1cccc(F)c1, Fc1ncc(F)c(F)n1, [K+], [K+], O. Product: Fc1cccc(Oc2ncc(F)c(F)n2)c1. As a reaction SMILES: [C:10](=[O:11])([O-:12])[O-:13].[CH3:25][C:26]#[N:27].[F:16][c:17]1[cH:18][c:19]([OH:23])[cH:20][cH:21][cH:22]1.[F:1][c:2]1[c:3]([F:9])[n:4][c:5]([F:8])[n:6][cH:7]1.[K+:14].[K+:15].[OH2:24]>>[F:1][c:2]1[c:3]([F:9])[n:4][c:5]([O:23][c:19]2[cH:18][c:17]([F:16])[cH:22][cH:21][cH:20]2)[n:6][cH:7]1. Reactants: BrCC(CBr)=C(CBr)CBr, O=C([O-])[O-], CN(C)C=O, [K+], [K+], Cc1ccc(S(N)(=O)=O)cc1. Yields the product Cc1ccc(S(=O)(=O)N2CC(CBr)=C(CBr)C2)cc1. RXN SMILES: [Br:1][CH2:2][C:3](=[C:4]([CH2:5][Br:10])[CH2:7][Br:8])[CH2:9][Br:6].[C:22](=[O:23])([O-:24])[O-:25].[CH3:28][N:29]([CH3:30])[CH:31]=[O:32].[K+:26].[K+:27].[c:11]1([CH3:21])[cH:12][cH:13][c:14]([S:17](=[O:18])(=[O:19])[NH2:20])[cH:15][cH:16]1>>[Br:1][CH2:2][C:3]1=[C:4]([CH2:7][Br:8])[CH2:5][N:20]([S:17]([c:14]2[cH:13][cH:12][c:11]([CH3:21])[cH:16][cH:15]2)(=[O:18])=[O:19])[CH2:9]1. Reactants: C1=CC2=C3C(=CC=C4C5=CC=CC6=CC=CC(C1=C34)=C56)C(=O)OC2=O (perylene-3,4-dicarboxylic anhydride), NCCO (2-aminoethanol), N1C=NC=C1 (imidazole), C(CCCCC)C(CCCCCC)N1C(=O)C=2C=CC=3C=4C=CC=C5C=CC=C(C6=CC=C(C2C63)C1=O)C54 (N-(1-Hexylheptyl)perylene-3,4-dicarboximide). Yields the product OCCN1C(=O)C=2C=CC=3C=4C=CC=C5C=CC=C(C6=CC=C(C2C63)C1=O)C54 (N-2-Hydroxyethylperylene-3,4-dicarboximide). RXN SMILES: [CH:1]1[C:18]2=[C:19]3[C:8]([C:9]4[C:20]5[C:13](=[CH:14][CH:15]=[CH:16][C:17]2=5)[CH:12]=[CH:11][CH:10]=4)=[CH:7][CH:6]=[C:5]2[C:21](O[C:24](=[O:25])[C:3](=[C:4]23)[CH:2]=1)=[O:22].[NH2:26][CH2:27][CH2:28][OH:29].N1C=CN=C1.C(C(N1C(=O)C2C3C4C(=CC=2)C2C5C(C=CC=2)=CC=CC=5C=4C=CC=3C1=O)CCCCCC)CCCCC>>[OH:29][CH2:28][CH2:27][N:26]1[C:24](=[O:25])[C:3]2[C:4]3[C:19]4[C:18](=[CH:1][CH:2]=2)[C:17]2[C:20]5[C:13]([CH:14]=[CH:15][CH:16]=2)=[CH:12][CH:11]=[CH:10][C:9]=5[C:8]=4[CH:7]=[CH:6][C:5]=3[C:21]1=[O:22]. Reported procedure: 190 mg (0.56 mmol) of perylene-3,4-dicarboxylic anhydride are reacted with 0.85 ml (1.40 mmol) of 2-aminoethanol and 1.18 g of imidazole under an argon inert atmosphere for 96 h as in 2c, and the reaction product is worked up and dried in a drying cabinet. To remove unreacted starting material, it is boiled in 10 per cent potassium carbonate solution and washed with hot water until the filtrate run-off is colourless. The brown-red product is dried in a drying cabinet at 120° C. and then recrysta... Starting materials: I(=O)(=O)(=O)[O-].[Na+] (Sodium periodate), S1CCC(=CC1)C1=C(C=C(C=C1)N1C(O[C@H](C1)CN1N=NC=C1)=O)F ((5R)-3-[4-(3,6-dihydro-2H-thiopyran-4-yl)-3-fluorophenyl]-5-(1,2,3-triazol-1-ylmethyl)oxazolidin-2-one). The solvent is O (water), CO (methanol), C(C)(=O)OCC (ethyl acetate). Conditions: time 18 hour. The product is FC=1C=C(C=CC1C=1CCS(CC1)=O)N1C(O[C@H](C1)CN1N=NC=C1)=O ((5R)-3-[3-Fluoro-4-(1 (R,S)-oxo-3,6-dihydro-2H-thiopyran-4-yl)phenyl]-5-(1,2,3-triazol-1-ylmethyl)oxazolidin-2-one). Isolated yield 87.4%. As a reaction SMILES: [S:1]1[CH2:6][CH:5]=[C:4]([C:7]2[CH:12]=[CH:11][C:10]([N:13]3[CH2:17][C@H:16]([CH2:18][N:19]4[CH:23]=[CH:22][N:21]=[N:20]4)[O:15][C:14]3=[O:24])=[CH:9][C:8]=2[F:25])[CH2:3][CH2:2]1.I([O-])(=O)(=O)=[O:27].[Na+]>CO.C(OCC)(=O)C.O>[F:25][C:8]1[CH:9]=[C:10]([N:13]2[CH2:17][C@H:16]([CH2:18][N:19]3[CH:23]=[CH:22][N:21]=[N:20]3)[O:15][C:14]2=[O:24])[CH:11]=[CH:12][C:7]=1[C:4]1[CH2:5][CH2:6][S:1](=[O:27])[CH2:2][CH:3]=1 |f:1.2|. Procedure: (5R)-3-[4-(3,6-dihydro-2H-thiopyran-4-yl)-3-fluorophenyl]-5-(1,2,3-triazol-1-ylmethyl)oxazolidin-2-one (Example 83; 1.25 g, 3.5 mmol) was stirred in a mixture of methanol and ethyl acetate (1:1, 50 ml) at ambient temperature. Sodium periodate (0.93 g, 4.3 mmol) in water (10 ml) was added dropwise, and it was stirred for 18 hours. Precipitated salts were removed by filtration and solvents were removed under vacuum. The residue was chromatographed on silica gel, washing with 25% acetone in dichlor... Reactants: Cn1nnnc1SCCCN1C(=O)c2ccccc2C1=O, CCO, NN, O. Yields the product Cn1nnnc1SCCCN. Reaction SMILES: [CH3:1][n:2]1[n:3][n:4][n:5][c:6]1[S:7][CH2:8][CH2:9][CH2:10][N:11]1[C:12](=[O:13])[c:14]2[cH:15][cH:16][cH:17][cH:18][c:19]2[C:20]1=[O:21].[CH3:25][CH2:26][OH:27].[NH2:23][NH2:24].[OH2:22]>>[CH3:1][n:2]1[n:3][n:4][n:5][c:6]1[S:7][CH2:8][CH2:9][CH2:10][NH2:11]. The reactants are N#Cc1cccc(C=O)c1, COC(=O)CC(C)CC[P+](c1ccccc1)(c1ccccc1)c1ccccc1, C[Si](C)(C)[N-][Si](C)(C)C, [I-], [K+], N#N. The product is COC(=O)CC(C)CC=Cc1cccc(C#N)c1. RXN SMILES: [C:42](#[N:43])[c:44]1[cH:45][c:46]([CH:47]=[O:48])[cH:49][cH:50][cH:51]1.[CH3:14][O:15][C:16]([CH2:17][CH:18]([CH2:19][CH2:20][P+:21]([c:22]1[cH:23][cH:24][cH:25][cH:26][cH:27]1)([c:28]1[cH:29][cH:30][cH:31][cH:32][cH:33]1)[c:34]1[cH:35][cH:36][cH:37][cH:38][cH:39]1)[CH3:40])=[O:41].[CH3:4][Si:5]([N-:6][Si:7]([CH3:8])([CH3:9])[CH3:10])([CH3:11])[CH3:12].[I-:13].[K+:3].[N:1]#[N:2]>>[CH3:14][O:15][C:16]([CH2:17][CH:18]([CH2:19][CH:20]=[CH:47][c:46]1[cH:45][c:44]([C:42]#[N:43])[cH:51][cH:50][cH:49]1)[CH3:40])=[O:41]. Starting materials: CC#N, NN, N#Cc1nonc1N, O. Product: N=C(NN)c1nonc1N. As a reaction SMILES: [CH3:12][C:13]#[N:14].[NH2:10][NH2:11].[NH2:1][c:2]1[c:3]([C:7]#[N:8])[n:4][o:5][n:6]1.[OH2:9]>>[NH2:1][c:2]1[c:3]([C:7](=[NH:8])[NH:10][NH2:11])[n:4][o:5][n:6]1. Yields the product CCCCCCCCC=CCCCCCCCCCCCC(=O)N(C)CCOC(=O)c1ccco1. The reactants are CCCCCCCCC=CCCCCCCCCCCCC(=O)N(C)CCO, O=C(Cl)c1ccco1. Reaction SMILES: [CH3:1][N:2]([C:3]([CH2:4][CH2:5][CH2:6][CH2:7][CH2:8][CH2:9][CH2:10][CH2:11][CH2:12][CH2:13][CH2:14][CH:15]=[CH:16][CH2:17][CH2:18][CH2:19][CH2:20][CH2:21][CH2:22][CH2:23][CH3:24])=[O:25])[CH2:26][CH2:27][OH:28].[o:29]1[c:30]([C:34](=[O:35])[Cl:36])[cH:31][cH:32][cH:33]1>>[CH3:1][N:2]([C:3]([CH2:4][CH2:5][CH2:6][CH2:7][CH2:8][CH2:9][CH2:10][CH2:11][CH2:12][CH2:13][CH2:14][CH:15]=[CH:16][CH2:17][CH2:18][CH2:19][CH2:20][CH2:21][CH2:22][CH2:23][CH3:24])=[O:25])[CH2:26][CH2:27][O:28][C:34]([c:30]1[o:29][cH:33][cH:32][cH:31]1)=[O:35].